The task is: describe an organic reaction: reactants, conditions, products, and yield. This data is from the Open Reaction Database (ORD), a public repository of structured organic reaction records. Conditions: time 48 hour. Yields the product BrC1=C(C(=C(C=C1)OC1=CC=CC=C1)F)F (1-Bromo-2,3-difluoro-4-phenoxybenzene). RXN SMILES: [Br:1][C:2]1[CH:7]=[CH:6][C:5]([OH:8])=[C:4]([F:9])[C:3]=1[F:10].[C:11]1(B(O)O)[CH:16]=[CH:15][CH:14]=[CH:13][CH:12]=1.C(Cl)Cl>>[Br:1][C:2]1[CH:7]=[CH:6][C:5]([O:8][C:11]2[CH:16]=[CH:15][CH:14]=[CH:13][CH:12]=2)=[C:4]([F:9])[C:3]=1[F:10]. The reactants are BrC1=C(C(=C(C=C1)O)F)F (4-bromo-2,3-difluorophenol), C1(=CC=CC=C1)B(O)O (phenylboronic acid), TEA, cupric acetate, C(Cl)Cl (DCM). Reported procedure: 4-bromo-2,3-difluorophenol (1.0 g, 0.0048 mol), phenylboronic acid (1.4 g, 0.012 mol), TEA (4.0 mL, 0.029 mol), cupric acetate (1.4 g, 0.0076 mol) and DCM (60 mL, 1 mol) were added to a 100 mL oven dried flask and the reaction was stirred at rt for 48 h. Reaction mixture was then filtered through celite. The filtrate was concentrated in vacuo to give a residue which was purified by silica gel chromatography, eluting with 5% EtOAc in hexane. 1H NMR (400 MHz, CDCl3): δ=6.70 (ddd, J=9.22, 7.33, 2.1...